Dataset: the Open Reaction Database (ORD), a public repository of structured organic reaction records. Task: describe an organic reaction: reactants, conditions, products, and yield The reactants are C1=CC=C(C=C1)C2=C3C=CC4=C(C=CN=C4C3=NC=C2)C5=CC=CC=C5 (bathophenanthroline). Solvent: CO.C(Cl)Cl (methanol CH2Cl2). Product: C1(=CC=CC=C1)C1=CC(=NC2=C3N=C(C=C(C3=CC=C12)C1=CC=CC=C1)C1=C(C=CC=C1)C)C1=C(C=CC=C1)C (4,7-diphenyl-2,9-di-o-tolyl-1,10-phenanthroline). Yield: 20.0%. As a reaction SMILES: [CH:1]1[CH:6]=[CH:5][C:4]([C:7]2[CH:20]=[CH:19][N:18]=[C:17]3[C:8]=2[CH:9]=[CH:10][C:11]2[C:16]3=[N:15][CH:14]=[CH:13][C:12]=2[C:21]2[CH:26]=[CH:25][CH:24]=[CH:23][CH:22]=2)=[CH:3][CH:2]=1>CO.C(Cl)Cl>[C:21]1([C:12]2[C:11]3[C:16](=[C:17]4[C:8](=[CH:9][CH:10]=3)[C:7]([C:4]3[CH:3]=[CH:2][CH:1]=[CH:6][CH:5]=3)=[CH:20][C:19]([C:16]3[CH:17]=[CH:8][CH:9]=[CH:10][C:11]=3[CH3:12])=[N:18]4)[N:15]=[C:14]([C:5]3[CH:6]=[CH:1][CH:2]=[CH:3][C:4]=3[CH3:7])[CH:13]=2)[CH:26]=[CH:25][CH:24]=[CH:23][CH:22]=1 |f:1.2|. Procedure details: This yellow compound was prepared in a process analogous to the synthesis of m-TBP. However, the reaction product consisted of mono-substituted and di-substituted bathophenanthroline. O-TBP was obtained after running chromatography in a silica/mixture of methanol/CH2Cl2 (1:1) column as the first eluent in a 20 percent yield. Mono-o-TBP was obtained as the second eluent in a 50 percent yield. 1H NMR (500 MHz, CDCl3), ppm: 7.97 (s, 2H), 7.85 (s, 2H), 7.77 (s, 2H), 7.64-7.59 (m, 4H), 7.95-7.50 (m, ...